This data is from the Open Reaction Database (ORD), a public repository of structured organic reaction records. The task is: describe an organic reaction: reactants, conditions, products, and yield Starting materials: CCOP(=O)(Cc1ccc(Nc2ncc(C(F)(F)F)c(Nc3ccc(C4=CCN(C(=O)OC(C)(C)C)CC4)c4c3C(=O)N(C)C4)n2)cc1)OCC, ClCCl, O=C(O)C(F)(F)F. Product: CCOP(=O)(Cc1ccc(Nc2ncc(C(F)(F)F)c(Nc3ccc(C4=CCNCC4)c4c3C(=O)N(C)C4)n2)cc1)OCC. RXN SMILES: [CH2:1]([CH3:2])[O:3][P:4](=[O:5])([O:6][CH2:7][CH3:8])[CH2:9][c:10]1[cH:11][cH:12][c:13]([NH:16][c:17]2[n:18][cH:19][c:20]([C:48]([F:49])([F:50])[F:51])[c:21]([NH:23][c:24]3[cH:25][cH:26][c:27]([C:35]4=[CH:40][CH2:39][N:38]([C:41]([O:42][C:43]([CH3:44])([CH3:45])[CH3:46])=[O:47])[CH2:37][CH2:36]4)[c:28]4[c:32]3[C:31](=[O:33])[N:30]([CH3:34])[CH2:29]4)[n:22]2)[cH:14][cH:15]1.[CH2:59]([Cl:60])[Cl:61].[OH:52][C:53]([C:54]([F:55])([F:56])[F:57])=[O:58]>>[CH2:1]([CH3:2])[O:3][P:4](=[O:5])([O:6][CH2:7][CH3:8])[CH2:9][c:10]1[cH:11][cH:12][c:13]([NH:16][c:17]2[n:18][cH:19][c:20]([C:48]([F:49])([F:50])[F:51])[c:21]([NH:23][c:24]3[cH:25][cH:26][c:27]([C:35]4=[CH:40][CH2:39][NH:38][CH2:37][CH2:36]4)[c:28]4[c:32]3[C:31](=[O:33])[N:30]([CH3:34])[CH2:29]4)[n:22]2)[cH:14][cH:15]1.